From a dataset of the Open Reaction Database (ORD), a public repository of structured organic reaction records. describe an organic reaction: reactants, conditions, products, and yield Reported procedure: According to the method in example 4, 3-(4-Bromo-phenyl)-6-(3-bromo-propoxy)-benzo[d]isothiazole and morpholine were converted to yield 3-(4-Bromo-phenyl)-6-(3-morpholin-4-yl-propoxy)-benzo[d]isothiazole, MS: 434 (MH+, 1Br). Product: BrC1=CC=C(C=C1)C1=NSC2=C1C=CC(=C2)OCCCN2CCOCC2 (3-(4-Bromo-phenyl)-6-(3-morpholin-4-yl-propoxy)-benzo[d]isothiazole). As a reaction SMILES: [Br:1][C:2]1[CH:7]=[CH:6][C:5]([C:8]2[C:12]3[CH:13]=[CH:14][C:15]([O:17][CH2:18][CH2:19][CH2:20]Br)=[CH:16][C:11]=3[S:10][N:9]=2)=[CH:4][CH:3]=1.[NH:22]1[CH2:27][CH2:26][O:25][CH2:24][CH2:23]1>>[Br:1][C:2]1[CH:7]=[CH:6][C:5]([C:8]2[C:12]3[CH:13]=[CH:14][C:15]([O:17][CH2:18][CH2:19][CH2:20][N:22]4[CH2:27][CH2:26][O:25][CH2:24][CH2:23]4)=[CH:16][C:11]=3[S:10][N:9]=2)=[CH:4][CH:3]=1. Reactants: BrC1=CC=C(C=C1)C1=NSC2=C1C=CC(=C2)OCCCBr (3-(4-Bromo-phenyl)-6-(3-bromo-propoxy)-benzo[d]isothiazole), N1CCOCC1 (morpholine). The reactants are CCO, CCOC(C)=O, Cc1c[n+]([O-])c(C)cc1[N+](=O)[O-], Cl, [Na]. Yields the product CCOc1cc(C)[n+]([O-])cc1C. Reaction SMILES: [CH3:15][CH2:16][OH:17].[CH3:18][CH2:19][O:20][C:21](=[O:22])[CH3:23].[CH3:2][c:3]1[n+:4]([O-:13])[cH:5][c:6]([CH3:12])[c:7]([N+:9]([O-:10])=[O:11])[cH:8]1.[ClH:14].[Na:1]>>[CH3:2][c:3]1[n+:4]([O-:13])[cH:5][c:6]([CH3:12])[c:7]([O:17][CH2:16][CH3:15])[cH:8]1. The reactants are Brc1ccc(OCc2ccccc2Oc2ccccc2)cn1, CCCC[Sn](C=CC(=O)OCC)(CCCC)CCCC, CN(C)C=O, [F-], [K+], O. Product: CCOC(=O)C=Cc1ccc(OCc2ccccc2Oc2ccccc2)cn1. RXN SMILES: [Br:1][c:2]1[n:3][cH:4][c:5]([O:8][CH2:9][c:10]2[c:11]([O:16][c:17]3[cH:18][cH:19][cH:20][cH:21][cH:22]3)[cH:12][cH:13][cH:14][cH:15]2)[cH:6][cH:7]1.[CH2:23]([Sn:24]([CH2:25][CH2:26][CH2:27][CH3:35])([CH:28]=[CH:29][C:30](=[O:31])[O:32][CH2:33][CH3:34])[CH2:36][CH2:37][CH2:38][CH3:39])[CH2:40][CH2:41][CH3:42].[CH3:45][N:46]([CH3:47])[CH:48]=[O:49].[F-:43].[K+:44].[OH2:50]>>[c:2]1([CH:28]=[CH:29][C:30](=[O:31])[O:32][CH2:33][CH3:34])[n:3][cH:4][c:5]([O:8][CH2:9][c:10]2[c:11]([O:16][c:17]3[cH:18][cH:19][cH:20][cH:21][cH:22]3)[cH:12][cH:13][cH:14][cH:15]2)[cH:6][cH:7]1. The product is Cc1ccc2c(c1)CCC2(C)C. Reaction SMILES: [C:28](=[O:29])([OH:30])[O-:31].[CH2:21]([SiH:22]([CH2:23][CH3:24])[CH2:25][CH3:26])[CH3:27].[CH3:1][C:2]1([CH3:13])[CH2:3][C:4](=[O:12])[c:5]2[cH:6][c:7]([CH3:11])[cH:8][cH:9][c:10]21.[Na+:32].[OH:14][C:15]([C:16]([F:17])([F:18])[F:19])=[O:20]>>[CH3:1][C:2]1([CH3:13])[CH2:3][CH2:4][c:5]2[cH:6][c:7]([CH3:11])[cH:8][cH:9][c:10]21. Starting materials: O=C([O-])O, CC[SiH](CC)CC, Cc1ccc2c(c1)C(=O)CC2(C)C, [Na+], O=C(O)C(F)(F)F. Reactants: O=C([O-])[O-], CS(=O)(=O)c1ccc2c(c1)ncn2C1CCNCC1, O=C(CCCl)c1ccccc1, [K+], [K+], CN(C)C=O. Yields the product CS(=O)(=O)c1ccc2c(c1)ncn2C1CCN(CCC(=O)c2ccccc2)CC1. RXN SMILES: [C:31](=[O:32])([O-:33])[O-:34].[CH3:12][S:13](=[O:14])(=[O:15])[c:16]1[cH:17][c:18]2[c:19]([n:20]([CH:23]3[CH2:24][CH2:25][NH:26][CH2:27][CH2:28]3)[cH:21][n:22]2)[cH:29][cH:30]1.[Cl:1][CH2:2][CH2:3][C:4](=[O:5])[c:6]1[cH:7][cH:8][cH:9][cH:10][cH:11]1.[K+:35].[K+:36].[O:37]=[CH:38][N:39]([CH3:40])[CH3:41]>>[CH2:2]([CH2:3][C:4](=[O:5])[c:6]1[cH:7][cH:8][cH:9][cH:10][cH:11]1)[N:26]1[CH2:25][CH2:24][CH:23]([n:20]2[c:19]3[c:18]([cH:17][c:16]([S:13]([CH3:12])(=[O:14])=[O:15])[cH:30][cH:29]3)[n:22][cH:21]2)[CH2:28][CH2:27]1. Reactants: BrCC(C)(OC)OC (bromo-2,2-dimethoxypropane), FC1=CC2=C(C(=NO2)C2CCNCC2)C=C1 (4-(6-fluoro-1,2-benzisoxazol-3-yl)piperidine), C(=O)([O-])[O-].[K+].[K+] (K2CO3), BrCC(C)(OC)OC (bromo-2,2-dimethoxypropane), Cl (HCl). Solvent: C(C)O (ethanol), C(C)#N (acetonitrile), CCOCC (ether). Yields the product Cl.FC1=CC2=C(C(=NO2)C2CCN(CC2)CC(C)=O)C=C1 (1-[4-(6-Fluoro-1,2-benzisoxazol-3-yl)-1-piperidinyl]-2-propanone hydrochloride). As a reaction SMILES: [F:1][C:2]1[CH:16]=[CH:15][C:5]2[C:6]([CH:9]3[CH2:14][CH2:13][NH:12][CH2:11][CH2:10]3)=[N:7][O:8][C:4]=2[CH:3]=1.C([O-])([O-])=O.[K+].[K+].Br[CH2:24][C:25](OC)([O:27]C)[CH3:26].[ClH:31]>C(#N)C.CCOCC.C(O)C>[ClH:31].[F:1][C:2]1[CH:16]=[CH:15][C:5]2[C:6]([CH:9]3[CH2:10][CH2:11][N:12]([CH2:24][C:25](=[O:27])[CH3:26])[CH2:13][CH2:14]3)=[N:7][O:8][C:4]=2[CH:3]=1 |f:1.2.3,9.10|. Procedure details: A mixture of 4-(6-fluoro-1,2-benzisoxazol-3-yl)piperidine (7.45 g, 33.4 mmol), K2CO3 (5.5 g) and bromo-2,2-dimethoxypropane (6.84 g, 37.6 mmol) in acetonitrile (200 ml) was heated and stirred at reflux for 4 hours. An additional charge of bromo-2,2-dimethoxypropane (5.1 g, 28 mmol) was added and the mixture was refluxed overnight. After being cooled to room temperature, the mixture was filtered, and the solvent was removed on a rotary evaporator. The residue was purified by flash chromatography ... Starting materials: CSC1=Nc2cccc3cccc1c23, CCO, I, NCCCc1nnc(-c2ccccc2-c2ccccc2)s1. The product is c1ccc(-c2ccccc2-c2nnc(CCCNC3=Nc4cccc5cccc3c45)s2)cc1. RXN SMILES: [CH3:23][S:24][C:25]1=[N:26][c:27]2[cH:28][cH:29][cH:30][c:31]3[c:32]2[c:33]1[cH:34][cH:35][cH:36]3.[CH3:37][CH2:38][OH:39].[IH:22].[c:1]1(-[c:16]2[cH:17][cH:18][cH:19][cH:20][cH:21]2)[c:2](-[c:7]2[n:8][n:9][c:10]([CH2:12][CH2:13][CH2:14][NH2:15])[s:11]2)[cH:3][cH:4][cH:5][cH:6]1>>[c:1]1(-[c:16]2[cH:17][cH:18][cH:19][cH:20][cH:21]2)[c:2](-[c:7]2[n:8][n:9][c:10]([CH2:12][CH2:13][CH2:14][NH:15][C:25]3=[N:26][c:27]4[cH:28][cH:29][cH:30][c:31]5[c:32]4[c:33]3[cH:34][cH:35][cH:36]5)[s:11]2)[cH:3][cH:4][cH:5][cH:6]1. RXN SMILES: [CH3:14][CH2:15][O:16][CH2:17][CH3:18].[CH3:2][I:3].[CH:4]12[C:5](=[O:11])[CH2:6][CH:7]([CH2:8][CH2:9]1)[CH2:10]2.[Cl-:12].[Mg:1].[NH4+:13]>>[CH3:2][C:5]1([OH:11])[CH:4]2[CH2:9][CH2:8][CH:7]([CH2:6]1)[CH2:10]2. The reactants are CCOCC, CI, O=C1CC2CCC1C2, [Cl-], [Mg], [NH4+]. Product: CC1(O)CC2CCC1C2. The reactants are [OH-].[Na+] (NaOH), C1(CC=2C(C(=O)O1)=CC=CC2)=O (homophthalic anhydride), ClC1=CC=C(N)C=C1 (4-chloroaniline). Procedure: A solution of homophthalic anhydride (4.0 g, 24.7 mmol) in 250 mL of CHCl3 was treated with 4-chloroaniline (3.31 g, 25.9 mmol). After 16 h, the mixture was poured into EtOAc and 1 N NaOH. The aqueous layer was washed with EtOAc, then brought to a pH of 2-3 by addition of 1 N HCl. The aqueous layer was washed with EtOAc (2×), and the combined extracts were dried (MgSO4) and concentrated. Recrystallization of the residue from EtOAc/hexanes yielded 3.41g (48%) of the title compound. The yield is 47.7%. Run in CCOC(=O)C (EtOAc), CHCl3. Conditions: time 16 hour. Yields the product ClC1=CC=C(C=C1)NC(=O)C1=C(C=CC=C1)CC(=O)O (2-(4-chlorophenylaminocarbonyl)phenyl acetic acid). As a reaction SMILES: [C:1]1(=[O:12])[O:7][C:5](=[O:6])[C:4]2=[CH:8][CH:9]=[CH:10][CH:11]=[C:3]2[CH2:2]1.[Cl:13][C:14]1[CH:20]=[CH:19][C:17]([NH2:18])=[CH:16][CH:15]=1.[OH-].[Na+]>CCOC(C)=O>[Cl:13][C:14]1[CH:20]=[CH:19][C:17]([NH:18][C:5]([C:4]2[CH:8]=[CH:9][CH:10]=[CH:11][C:3]=2[CH2:2][C:1]([OH:7])=[O:12])=[O:6])=[CH:16][CH:15]=1 |f:2.3|. Starting materials: CCO, ClCCl, COc1ccc2ncc(F)c(CCN3CC(O)C(CN)C3)c2n1, O=Cc1ccc2c(n1)NC(=O)CS2. The product is COc1ccc2ncc(F)c(CCN3CC(O)C(CNCc4ccc5c(n4)NC(=O)CS5)C3)c2n1. Reaction SMILES: [CH3:40][CH2:41][OH:42].[Cl:37][CH2:38][Cl:39].[NH2:1][CH2:2][CH:3]1[CH:4]([OH:23])[CH2:5][N:6]([CH2:8][CH2:9][c:10]2[c:11]([F:22])[cH:12][n:13][c:14]3[cH:15][cH:16][c:17]([O:20][CH3:21])[n:18][c:19]23)[CH2:7]1.[O:24]=[C:25]1[CH2:26][S:27][c:28]2[c:29]([n:31][c:32]([CH:35]=[O:36])[cH:33][cH:34]2)[NH:30]1>>[NH:1]([CH2:2][CH:3]1[CH:4]([OH:23])[CH2:5][N:6]([CH2:8][CH2:9][c:10]2[c:11]([F:22])[cH:12][n:13][c:14]3[cH:15][cH:16][c:17]([O:20][CH3:21])[n:18][c:19]23)[CH2:7]1)[CH2:35][c:32]1[n:31][c:29]2[c:28]([cH:34][cH:33]1)[S:27][CH2:26][C:25](=[O:24])[NH:30]2.